From a dataset of the Open Reaction Database (ORD), a public repository of structured organic reaction records. describe an organic reaction: reactants, conditions, products, and yield Starting materials: CC(C)(C)O, C=CCCCCn1c(=O)c(C)cn(C)c1=O, C[N+]1([O-])CCOCC1, CC(C)=O, O. The product is Cc1cn(C)c(=O)n(CCCCC(O)CO)c1=O. Reaction SMILES: [C:26]([OH:27])([CH3:28])([CH3:29])[CH3:30].[CH2:1]([CH2:2][CH2:3][CH2:4][CH:5]=[CH2:6])[n:7]1[c:8](=[O:16])[n:9]([CH3:15])[cH:10][c:11]([CH3:14])[c:12]1=[O:13].[CH3:17][N+:18]1([O-:19])[CH2:20][CH2:22][O:21][CH2:23][CH2:24]1.[CH3:31][C:32](=[O:33])[CH3:34].[OH2:25]>>[CH2:1]([CH2:2][CH2:3][CH2:4][CH:5]([CH2:6][OH:21])[OH:25])[n:7]1[c:8](=[O:16])[n:9]([CH3:15])[cH:10][c:11]([CH3:14])[c:12]1=[O:13]. The reactants are Cc1ccc(NC(=O)c2ccc3nc(-c4c(C)cc(OCC5COC(C)(C)O5)cc4C)[nH]c3c2)cc1C, CO, CCOC(C)=O, Cl, [Na+], [OH-], O. Product: Cc1ccc(NC(=O)c2ccc3nc(-c4c(C)cc(OCC(O)CO)cc4C)[nH]c3c2)cc1C. Reaction SMILES: [CH3:1][c:2]1[cH:3][c:4]([NH:9][C:10](=[O:11])[c:12]2[cH:13][c:14]3[c:15]([n:16][c:17](-[c:19]4[c:20]([CH3:35])[cH:21][c:22]([O:26][CH2:27][CH:28]5[O:29][C:30]([CH3:33])([CH3:34])[O:31][CH2:32]5)[cH:23][c:24]4[CH3:25])[nH:18]3)[cH:36][cH:37]2)[cH:5][cH:6][c:7]1[CH3:8].[CH3:42][OH:43].[CH3:44][CH2:45][O:46][C:47]([CH3:48])=[O:49].[ClH:38].[Na+:40].[OH-:39].[OH2:41]>>[CH3:1][c:2]1[cH:3][c:4]([NH:9][C:10](=[O:11])[c:12]2[cH:13][c:14]3[c:15]([n:16][c:17](-[c:19]4[c:20]([CH3:35])[cH:21][c:22]([O:26][CH2:27][CH:28]([OH:29])[CH2:32][OH:31])[cH:23][c:24]4[CH3:25])[nH:18]3)[cH:36][cH:37]2)[cH:5][cH:6][c:7]1[CH3:8]. Starting materials: C1(CC1)CN1[C@H]2[C@@]3(CCC([C@H]4[C@@]3(C=3C(=C(C=CC3C2)O)O4)CC1)=O)OCC1=C(C=CC=C1)C1=CC=CC=C1 (17-cyclopropylmethyl-4,5α-epoxy-3-hydroxy-14β-[(2-phenylbenzyl)oxy]morphinan-6-one), CI (methyl iodide). Solvent: O (water). The product is [I-].C1(CC1)C[N@@+]1([C@H]2[C@@]3(CCC([C@H]4[C@@]3(C=3C(=C(C=CC3C2)O)O4)CC1)=O)OCC1=C(C=CC=C1)C1=CC=CC=C1)C ((17R)-17-cyclopropylmethyl-4,5α-epoxy-3-hydroxy-17-methyl-6-oxo-14β-[(2-phenylbenzyl)oxy]morphinanium-iodide). Reaction SMILES: [CH:1]1([CH2:4][N:5]2[CH2:23][CH2:22][C@:12]34[C:13]5[C:14]6[O:21][C@H:11]3[C:10](=[O:24])[CH2:9][CH2:8][C@@:7]4([O:25][CH2:26][C:27]3[CH:32]=[CH:31][CH:30]=[CH:29][C:28]=3[C:33]3[CH:38]=[CH:37][CH:36]=[CH:35][CH:34]=3)[C@H:6]2[CH2:19][C:18]=5[CH:17]=[CH:16][C:15]=6[OH:20])[CH2:3][CH2:2]1.[CH3:39][I:40]>O>[I-:40].[CH:1]1([CH2:4][N@@+:5]2([CH3:39])[CH2:23][CH2:22][C@:12]34[C:13]5[C:14]6[O:21][C@H:11]3[C:10](=[O:24])[CH2:9][CH2:8][C@@:7]4([O:25][CH2:26][C:27]3[CH:32]=[CH:31][CH:30]=[CH:29][C:28]=3[C:33]3[CH:38]=[CH:37][CH:36]=[CH:35][CH:34]=3)[C@H:6]2[CH2:19][C:18]=5[CH:17]=[CH:16][C:15]=6[OH:20])[CH2:3][CH2:2]1 |f:3.4|. Procedure: A solution of 17-cyclopropylmethyl-4,5α-epoxy-3-hydroxy-14β-[(2-phenylbenzyl)oxy]morphinan-6-one (0.39 g, 0.76 mmol) and methyl iodide (0.54 g, 3.79 mmol) in 6 ml of water-free acetonitrile was stirred under N2 at 40° C. (bath temperature) for 2 days and then evaporated down. The residue (0.5 g of brown oil) was purified using column chromatography (silica gel; CH2Cl2/MeOH 250:4). Yield: 0.02 g (4%) of beige crystals of the compound 50. Fp. 219-221° C.; MS (CI): 522 (M+); IR (KBr): 1725 (C═O) cm... The reactants are N1C=NC2=C1C=CC(=C2)N (1H-Benzoimidazol-5-ylamine), CC1=CC=C(O1)C=O (5-Methyl-furan-2-carbaldehyde), C(C)OC(C(CC(CCC)=O)=O)=O (2,4-Dioxo-heptanoic acid ethyl ester). Solvent: C(C)O (ethanol). Reaction conditions: temperature 50 celsius, time 24 hour. Product: N1C=NC2=C1C=CC(=C2)N2C(C(=C(C2C=2OC(=CC2)C)C(CCC)=O)O)=O (1-(1H-Benzoimidazol-5-yl)-4-butyryl-3-hydroxy-5-(5-methyl-furan-2-yl)-1,5-dihydro-pyrrol-2-one). RXN SMILES: [NH:1]1[C:5]2[CH:6]=[CH:7][C:8]([NH2:10])=[CH:9][C:4]=2[N:3]=[CH:2]1.[CH3:11][C:12]1[O:16][C:15]([CH:17]=O)=[CH:14][CH:13]=1.C([O:21][C:22](=O)[C:23](=[O:30])[CH2:24][C:25](=[O:29])[CH2:26][CH2:27][CH3:28])C>C(O)C>[NH:1]1[C:5]2[CH:6]=[CH:7][C:8]([N:10]3[CH:17]([C:15]4[O:16][C:12]([CH3:11])=[CH:13][CH:14]=4)[C:24]([C:25](=[O:29])[CH2:26][CH2:27][CH3:28])=[C:23]([OH:30])[C:22]3=[O:21])=[CH:9][C:4]=2[N:3]=[CH:2]1. Procedure: 1H-Benzoimidazol-5-ylamine (1 mmol) and 5-Methyl-furan-2-carbaldehyde (1 mmol) were added to ethanol (5 ml). After 30 min 2,4-Dioxo-heptanoic acid ethyl ester (1 mmol) was added. The reaction was heated to 50° C. and stirred for 24 h. After evaporation of the solvent the residue was purified with chromatographic methods. Starting materials: [Cl-].ClC1=C(C(=C(S1)C)Cl)C[P+](C1=CC=CC=C1)(C1=CC=CC=C1)C1=CC=CC=C1 ((2,4-dichloro-5-methyl-3-thenyl)triphenyl phosphonium chloride), C(=O)C(=CC=CC(=CC(=O)OCC)C)C (ethyl 7-formyl-3-methyl-2,4,6-octatrienoate). The solvent is C1CCCO1 (butylene oxide). The product is C(C)OC(C=C(\C=C\C=C(C=CC1=C(SC(=C1Cl)C)Cl)C)C)=O (trans-3,7-dimethyl-9-(2,4-dichloro-5-methyl-3-thienyl)-2,4,6,8-nonatetraenoic acid ethyl ester). Reaction SMILES: [Cl-].[Cl:2][C:3]1[S:7][C:6]([CH3:8])=[C:5]([Cl:9])[C:4]=1[CH2:10][P+](C1C=CC=CC=1)(C1C=CC=CC=1)C1C=CC=CC=1.[CH:30]([C:32]([CH3:44])=[CH:33][CH:34]=[CH:35][C:36]([CH3:43])=[CH:37][C:38]([O:40][CH2:41][CH3:42])=[O:39])=O>C1OCCC1>[CH2:41]([O:40][C:38](=[O:39])[CH:37]=[C:36]([CH3:43])/[CH:35]=[CH:34]/[CH:33]=[C:32]([CH3:44])[CH:30]=[CH:10][C:4]1[C:5]([Cl:9])=[C:6]([CH3:8])[S:7][C:3]=1[Cl:2])[CH3:42] |f:0.1|. Procedure details: A suspension of 10.83 g. (22.6 mmol) of (2,4-dichloro-5-methyl-3-thenyl)triphenyl phosphonium chloride and 5.15 g. (24.8 mmol) of ethyl 7-formyl-3-methyl-2,4,6-octatrienoate in 350 ml. of butylene oxide was heated to 70° C. for 4.5 hrs. The resulting clear solution was cooled, poured into 500 ml. of a methanol/water mixture (6:4) and extracted with hexane. The combined hexane extracts were washed with methanol/water (6:4), dried and evaporated. The resulting crude material was purified by chroma... Reactants: OC1=C(C=C(C=O)C=C1)C (4-Hydroxy-3-methylbenzaldehyde), CC1=C(N=C(O1)C1=CC=CC=C1)CCOS(=O)(=O)C (methanesulfonic acid 2-(5-methyl-2-phenyl-oxazol-4-yl)-ethyl ester), [OH-].[K+] (KOH). Reagents/catalysts: C(CCC)[N+](CCCC)(CCCC)CCCC.S(=O)(=O)(O)[O-] (tetrabutylammonium hydrogensulfate). Solvent: C1(=CC=CC=C1)C (toluene). Run at temperature 0 celsius. The product is CC=1C=C(C=O)C=CC1OCCC=1N=C(OC1C)C1=CC=CC=C1 (3-Methyl-4-[2-(5-methyl-2-phenyl-oxazol-4-yl)-ethoxy]-benzaldehyde). The yield is 70.6%. As a reaction SMILES: [OH:1][C:2]1[CH:9]=[CH:8][C:5]([CH:6]=[O:7])=[CH:4][C:3]=1[CH3:10].[CH3:11][C:12]1[O:16][C:15]([C:17]2[CH:22]=[CH:21][CH:20]=[CH:19][CH:18]=2)=[N:14][C:13]=1[CH2:23][CH2:24]OS(C)(=O)=O.[OH-].[K+]>C([N+](CCCC)(CCCC)CCCC)CCC.S([O-])(O)(=O)=O.C1(C)C=CC=CC=1>[CH3:10][C:3]1[CH:4]=[C:5]([CH:8]=[CH:9][C:2]=1[O:1][CH2:24][CH2:23][C:13]1[N:14]=[C:15]([C:17]2[CH:22]=[CH:21][CH:20]=[CH:19][CH:18]=2)[O:16][C:12]=1[CH3:11])[CH:6]=[O:7] |f:2.3,4.5|. Procedure details: 4-Hydroxy-3-methylbenzaldehyde (9 g, 66.10 mmol), methanesulfonic acid 2-(5-methyl-2-phenyl-oxazol-4-yl)-ethyl ester [PCT Int. Appl. (2000) WO0008002] (22.5 g, 80 mmol), KOH (80 mmol, 4.48 g) and tetrabutylammonium-hydrogensulfate (2 g) in 400 ml toluene/100 ml water were heated at 80° C. during 17 hours. The reaction mixture was then cooled to 0° C., washed with water/ice and brine, the aqueous layer extracted with tBuOMe, the combined organic layers dried over Na2SO4 and evaporated. The crude ... Starting materials: Clc1ncnc2c1CCN2c1ccc(Br)cc1, C1CCOC1, [H-], [Na+], CC(C)OC(=O)N1CCC(O)CC1. The product is CC(C)OC(=O)N1CCC(Oc2ncnc3c2CCN3c2ccc(Br)cc2)CC1. As a reaction SMILES: [Br:1][c:2]1[cH:3][cH:4][c:5]([N:8]2[CH2:9][CH2:10][c:11]3[c:12]2[n:13][cH:14][n:15][c:16]3[Cl:17])[cH:6][cH:7]1.[CH2:33]1[O:34][CH2:35][CH2:36][CH2:37]1.[H-:32].[Na+:31].[OH:18][CH:19]1[CH2:20][CH2:21][N:22]([C:25](=[O:26])[O:27][CH:28]([CH3:29])[CH3:30])[CH2:23][CH2:24]1>>[Br:1][c:2]1[cH:3][cH:4][c:5]([N:8]2[CH2:9][CH2:10][c:11]3[c:12]2[n:13][cH:14][n:15][c:16]3[O:18][CH:19]2[CH2:20][CH2:21][N:22]([C:25](=[O:26])[O:27][CH:28]([CH3:29])[CH3:30])[CH2:23][CH2:24]2)[cH:6][cH:7]1.